From a dataset of the Open Reaction Database (ORD), a public repository of structured organic reaction records. describe an organic reaction: reactants, conditions, products, and yield The reactants are O (Water), N1C=NC=C1 (imidazole), [H-].[Na+] (sodium hydride), FC=1C=C(C2=C(C(C=C(O2)C2=CC(=C(C=C2)NC(C(C)(C)C)=O)F)=O)C1NCCCOS(=O)(=O)C)F (6,8-difluoro-2-(3-fluoro-4-pivaloylaminophenyl)-5-(3-methanesulfonyloxypropylamino)-4H-1-benzopyran-4-one). Solvent: CN(C=O)C (dimethylformamide). Reaction conditions: time 4.5 hour. The product is FC=1C=C(C2=C(C(C=C(O2)C2=CC(=C(C=C2)NC(C(C)(C)C)=O)F)=O)C1NCCCN1C=NC=C1)F (6,8-difluoro-2-(3-fluoro-4-pivaloylaminophenyl)-5-[3-(imidazol-1-yl)propylamino]-4H-1-benzopyran-4-one). Isolated yield 87.9%. RXN SMILES: [F:1][C:2]1[CH:3]=[C:4]([F:36])[C:5]2[O:10][C:9]([C:11]3[CH:16]=[CH:15][C:14]([NH:17][C:18](=[O:23])[C:19]([CH3:22])([CH3:21])[CH3:20])=[C:13]([F:24])[CH:12]=3)=[CH:8][C:7](=[O:25])[C:6]=2[C:26]=1[NH:27][CH2:28][CH2:29][CH2:30]OS(C)(=O)=O.[NH:37]1[CH:41]=[CH:40][N:39]=[CH:38]1.[H-].[Na+].O>CN(C)C=O>[F:1][C:2]1[CH:3]=[C:4]([F:36])[C:5]2[O:10][C:9]([C:11]3[CH:16]=[CH:15][C:14]([NH:17][C:18](=[O:23])[C:19]([CH3:22])([CH3:20])[CH3:21])=[C:13]([F:24])[CH:12]=3)=[CH:8][C:7](=[O:25])[C:6]=2[C:26]=1[NH:27][CH2:28][CH2:29][CH2:30][N:37]1[CH:41]=[CH:40][N:39]=[CH:38]1 |f:2.3|. Reported procedure: 719 mg (1.37 mmol) of the above 6,8-difluoro-2-(3-fluoro-4-pivaloylaminophenyl)-5-(3-methanesulfonyloxypropylamino)-4H-1-benzopyran-4-one was dissolved in 30 mL of dimethylformamide under argon atmosphere, 932 mg (13.7 mmol) of imidazole and 657 mg (16.4 mmol) of sodium hydride (60% oil dispersion) were added and the mixture was stirred for 4.5 hours. Water was added to the reaction solution and the mixture was extracted once with ethyl acetate. The organic layer was washed with an aqueous satur... Reactants: COC(CC1=NN2C(CCCC2)=C1C(=O)[O-])=O (2-(2-methoxy-2-oxoethyl)-4,5,6,7-tetrahydropyrazolo[1,5-a]pyridine-3-carboxylate), Cl (HCl). Yields the product Cl.N1=C(C=C2N1CCCC2)CC(=O)O ((4,5,6,7-Tetrahydro-pyrazolo[1,5-a]pyridin-2-yl)-acetic acid hydrochloride). Yield: 88.0%. RXN SMILES: C[O:2][C:3](=[O:17])[CH2:4][C:5]1[C:13](C([O-])=O)=[C:8]2[CH2:9][CH2:10][CH2:11][CH2:12][N:7]2[N:6]=1.[ClH:18]>>[ClH:18].[N:6]1[N:7]2[CH2:12][CH2:11][CH2:10][CH2:9][C:8]2=[CH:13][C:5]=1[CH2:4][C:3]([OH:17])=[O:2] |f:2.3|. Procedure: The crude 2-(2-methoxy-2-oxoethyl)-4,5,6,7-tetrahydropyrazolo[1,5-a]pyridine-3-carboxylate (39 mg, 0.16 mmol) was suspended in concentrated HCl (5 mL) and was heated at reflux for 2 hours. The reaction was cooled and concentrated in vacuo to afford the title compound (30 mg, 88%). The material was used directly without further purification. MS (ES+) 181.2 (M+H)+. Retention time: 1.26 min XBridge C18 4.6×50 mm 5 um, 5-100% acetonitrile:water (0.1% formic acid). The reactants are COC=1C=C(C=CC1O)CCN1CCN(CC1)CCCC1=CC=CC=C1 (1-[2-(3-methoxy-4-hydroxyphenyl)ethyl]-4-(3-phenylpropyl)-piperazine), Cl (hydrogen chloride). The solvent is C(C)O (ethanol). Run at time 8 hour. Yields the product Cl.Cl.COC=1C=C(C=CC1O)CCN1CCN(CC1)CCCC1=CC=CC=C1 (1-[2-(3-Methoxy-4-hydroxyphenyl)ethyl]-4-(3-phenylpropyl)piperazine dihydrochloride). Yield: 57.0%. RXN SMILES: [CH3:1][O:2][C:3]1[CH:4]=[C:5]([CH2:10][CH2:11][N:12]2[CH2:17][CH2:16][N:15]([CH2:18][CH2:19][CH2:20][C:21]3[CH:26]=[CH:25][CH:24]=[CH:23][CH:22]=3)[CH2:14][CH2:13]2)[CH:6]=[CH:7][C:8]=1[OH:9].[ClH:27]>C(O)C>[ClH:27].[ClH:27].[CH3:1][O:2][C:3]1[CH:4]=[C:5]([CH2:10][CH2:11][N:12]2[CH2:13][CH2:14][N:15]([CH2:18][CH2:19][CH2:20][C:21]3[CH:26]=[CH:25][CH:24]=[CH:23][CH:22]=3)[CH2:16][CH2:17]2)[CH:6]=[CH:7][C:8]=1[OH:9] |f:3.4.5|. Procedure details: To a solution of 1-[2-(3-methoxy-4-hydroxyphenyl)ethyl]-4-(3-phenylpropyl)-piperazine in ethanol is added 6 N hydrogen chloride aqueous solution until the pH is 3. The resulting solution is allowed to stand at ambient temperature overnight. The resultant crystals were filtered, washed with cold ethanol, and dried to give 61 mg of the title compound (57%). Starting materials: BrC1=C(C=CC=C1)CC(=O)O (2-bromophenylacetic acid), [N+](=O)([O-])C=1C=C(N)C=CC1F (3-nitro-4-fluoroaniline). The product is [N+](=O)([O-])C=1C=C(C=CC1F)NC1=C(C=CC=C1)CC(=O)O (2-[(3-nitro-4-fluorophenyl)amino]phenylacetic acid). Reaction SMILES: Br[C:2]1[CH:7]=[CH:6][CH:5]=[CH:4][C:3]=1[CH2:8][C:9]([OH:11])=[O:10].[N+:12]([C:15]1[CH:16]=[C:17]([CH:19]=[CH:20][C:21]=1[F:22])[NH2:18])([O-:14])=[O:13]>>[N+:12]([C:15]1[CH:16]=[C:17]([NH:18][C:2]2[CH:7]=[CH:6][CH:5]=[CH:4][C:3]=2[CH2:8][C:9]([OH:11])=[O:10])[CH:19]=[CH:20][C:21]=1[F:22])([O-:14])=[O:13]. Procedure details: In the manner described in example 3, 2-bromophenylacetic acid is condensed with 3-nitro-4-fluoroaniline to yield 2-[(3-nitro-4-fluorophenyl)amino]phenylacetic acid. The reactants are C(C)(=O)O (acetic acid), resultant mixture, C1(C=2C(C(N1CCCC=O)=O)=CC=CC2)=O (4-phthalimidobutyraldehyde), COC1=CC=C2CCNCC2=C1 (7-methoxy-1,2,3,4-tetrahydroisoquinoline), C(C)(=O)O[BH-](OC(C)=O)OC(C)=O.[Na+] (sodium triacetoxyborohydride), C([O-])([O-])=O.[K+].[K+] (potassium carbonate). Run in ClCCCl (1,2-dichloroethane). Run at time 1 hour. The product is COC1=CC=C2CCN(CC2=C1)CCCCN1C(C=2C(C1=O)=CC=CC2)=O (7-Methoxy-2-(4-phthalimidobutyl)-1,2,3,4-tetrahydroisoquinoline). The yield is 60.7%. RXN SMILES: [C:1]1(=[O:16])[N:5]([CH2:6][CH2:7][CH2:8][CH:9]=O)[C:4](=[O:11])[C:3]2=[CH:12][CH:13]=[CH:14][CH:15]=[C:2]12.[CH3:17][O:18][C:19]1[CH:28]=[C:27]2[C:22]([CH2:23][CH2:24][NH:25][CH2:26]2)=[CH:21][CH:20]=1.C(O[BH-](OC(=O)C)OC(=O)C)(=O)C.[Na+].C(O)(=O)C.C(=O)([O-])[O-].[K+].[K+]>ClCCCl>[CH3:17][O:18][C:19]1[CH:28]=[C:27]2[C:22]([CH2:23][CH2:24][N:25]([CH2:9][CH2:8][CH2:7][CH2:6][N:5]3[C:4](=[O:11])[C:3]4=[CH:12][CH:13]=[CH:14][CH:15]=[C:2]4[C:1]3=[O:16])[CH2:26]2)=[CH:21][CH:20]=1 |f:2.3,5.6.7|. Procedure details: To a stirred solution of 4-phthalimidobutyraldehyde (15.96 g, 0.074 mol) and 7-methoxy-1,2,3,4-tetrahydroisoquinoline (10 g, 0.061 mol) in 1,2-dichloroethane (100 ml) was added sodium triacetoxyborohydride (19.3 g, 0.091 mol) in three equal portions over 10 mins, followed by glacial acetic acid (3.72 ml, 0.061 mol). The resultant mixture was stirred at room temperature for 3 h, then at 45° C. for 1 h, and poured into saturated aqueous potassium carbonate (600 ml). The mixture was extracted into ... The reactants are COC=1C=C(C=C2C(CCC2)=O)C=C(C1)OC (2-(3,5-dimethoxybenzylidene)cyclopentanone), [Cl-].C[N+](C)=C (N,N-dimethyl-methylene ammonium chloride). The solvent is C(C)#N (acetonitrile). Yields the product Cl.COC=1C=C(C=C2C(C(CC2)CN(C)C)=O)C=C(C1)OC (2-(3,5-dimethoxy-benzylidene)-5-dimethylaminomethyl cyclopentanone hydrochloride). The yield is 89.3%. As a reaction SMILES: [CH3:1][O:2][C:3]1[CH:4]=[C:5]([CH:13]=[C:14]([O:16][CH3:17])[CH:15]=1)[CH:6]=[C:7]1[CH2:11][CH2:10][CH2:9][C:8]1=[O:12].[Cl-:18].[CH3:19][N+:20](=[CH2:22])[CH3:21]>C(#N)C>[ClH:18].[CH3:17][O:16][C:14]1[CH:13]=[C:5]([CH:4]=[C:3]([O:2][CH3:1])[CH:15]=1)[CH:6]=[C:7]1[CH2:11][CH2:10][CH:9]([CH2:19][N:20]([CH3:22])[CH3:21])[C:8]1=[O:12] |f:1.2,4.5|. Procedure: 0.03 mol of 2-(3,5-dimethoxybenzylidene)cyclopentanone was dissolved in 30 mL anhydrous acetonitrile, treated with 8.4 g (0.09 mol) of N,N-dimethyl-methylene ammonium chloride under refluxing, refluxed for 12 h to yield a solid product which was then suction filtered, dried and recrystallized in acetonitrile/chloroform to yield 2-(3,5-dimethoxy-benzylidene)-5-dimethylaminomethyl cyclopentanone hydrochloride with a yield of 89.3%. Reactants: CN(CCCN1N=CC2=CC=C(C=C12)[N+](=O)[O-])C (dimethyl-{3-(6-nitro-indazol-1-yl)-propyl}-amine), [Cl-].[NH4+] (ammonium chloride). The reagents and catalysts are [Fe] (iron). Run in C(C)O.O (ethanol H2O). Conditions: time 15 minute. The product is CN(CCCN1N=CC2=CC=C(C=C12)N)C (1-(3-dimethylamino-propyl)-1H-indazol-6-ylamine). Reaction SMILES: [CH3:1][N:2]([CH3:18])[CH2:3][CH2:4][CH2:5][N:6]1[C:14]2[C:9](=[CH:10][CH:11]=[C:12]([N+:15]([O-])=O)[CH:13]=2)[CH:8]=[N:7]1.[Cl-].[NH4+]>[Fe].C(O)C.O>[CH3:18][N:2]([CH3:1])[CH2:3][CH2:4][CH2:5][N:6]1[C:14]2[C:9](=[CH:10][CH:11]=[C:12]([NH2:15])[CH:13]=2)[CH:8]=[N:7]1 |f:1.2,4.5|. Procedure: A mixture of dimethyl-{3-(6-nitro-indazol-1-yl)-propyl}-amine (0.400 g, 1.61 mmol), iron powder (0.897 g, 16.1 mmol), and ammonium chloride (0.0430 mg, 0.811 mmol) in a 4:1 solution of ethanol/H2O was heated to reflux for 3 hours, cooled to room temperature and concentrated under reduced pressure. The residue was taken up and stirred in triethylamine/ethyl acetate (1/4, 30 mL) for 15 minutes, filtered through a plug of silica gel which was rinsed with triethylamine/ethyl acetate (1/4) and concen... Reactants: CO, Nc1nc(=O)n(C2CC(O)C(CO)O2)cc1I, O, Cc1ccc(S(=O)(=O)Cl)cc1, c1ccncc1. The product is Cc1ccc(S(=O)(=O)OCC2OC(n3cc(I)c(N)nc3=O)CC2O)cc1. RXN SMILES: [CH3:29][OH:30].[I:1][c:2]1[c:3]([NH2:17])[n:4][c:5](=[O:16])[n:6]([CH:7]2[CH2:8][CH:9]([OH:10])[CH:11]([CH2:12][OH:13])[O:14]2)[cH:15]1.[OH2:31].[c:18]1([CH3:28])[cH:19][cH:20][c:21]([S:24](=[O:25])(=[O:26])[Cl:27])[cH:22][cH:23]1.[cH:32]1[cH:33][cH:34][n:35][cH:36][cH:37]1>>[I:1][c:2]1[c:3]([NH2:17])[n:4][c:5](=[O:16])[n:6]([CH:7]2[CH2:8][CH:9]([OH:10])[CH:11]([CH2:12][O:13][S:24]([c:21]3[cH:20][cH:19][c:18]([CH3:28])[cH:23][cH:22]3)(=[O:25])=[O:26])[O:14]2)[cH:15]1.